From a dataset of the Open Reaction Database (ORD), a public repository of structured organic reaction records. describe an organic reaction: reactants, conditions, products, and yield Reactants: C(C)(C)(C)OC(=O)N1C(CCC1)C=1NC(=CN1)C1=CC2=CC=C(C=C2C=C1)C1=CC=C(C=C1)C=1NC(=NC1)C1N(CCC1)C(C(C(C)C)NC(=O)OC)=O (2-{5-[6-(4-{2-[1-(2-Methoxycarbonylamino-3-methyl-butyryl)-pyrrolidin-2-yl]-3H-imidazol-4-yl}-phenyl)-naphthalen-2-yl]-1H-imidazol-2-yl}-pyrrolidine-1-carboxylic acid tert-butyl ester), C(C)(C)(C)OC(=O)N1C(CCC1)C(=O)O (Pyrrolidine-1,2-dicarboxylic acid 1-tert-butyl ester). Yields the product O[C@H]1C[C@H](N(C1)C([C@H](C(C)C)NC(=O)OC)=O)C=1NC=C(N1)C1=CC=C(C=C1)C=1C=C2C=CC(=CC2=CC1)C1=CN=C(N1)[C@H]1N(CCC1)C(=O)OC(C)(C)C ((S)-tert-butyl 2-(5-(6-(4-(2-((2S,4S)-4-hydroxy-1-((S)-2-(methoxycarbonylamino)-3-methylbutanoyl)pyrrolidin-2-yl)-1H-imidazol-4-yl)phenyl)naphthalen-2-yl)-1H-imidazol-2-yl)pyrrolidine-1-carboxylate). As a reaction SMILES: [C:1]([O:5][C:6]([N:8]1[CH2:12][CH2:11][CH2:10][CH:9]1[C:13]1[NH:14][C:15]([C:18]2[CH:27]=[CH:26][C:25]3[C:20](=[CH:21][CH:22]=[C:23]([C:28]4[CH:33]=[CH:32][C:31]([C:34]5[NH:35][C:36]([CH:39]6[CH2:43][CH2:42][CH2:41][N:40]6[C:44](=[O:54])[CH:45]([NH:49][C:50]([O:52][CH3:53])=[O:51])[CH:46]([CH3:48])[CH3:47])=[N:37][CH:38]=5)=[CH:30][CH:29]=4)[CH:24]=3)[CH:19]=2)=[CH:16][N:17]=1)=[O:7])([CH3:4])([CH3:3])[CH3:2].C([O:59]C(N1CCCC1C(O)=O)=O)(C)(C)C>>[OH:59][C@@H:42]1[CH2:41][N:40]([C:44](=[O:54])[C@@H:45]([NH:49][C:50]([O:52][CH3:53])=[O:51])[CH:46]([CH3:47])[CH3:48])[C@H:39]([C:36]2[NH:37][CH:38]=[C:34]([C:31]3[CH:30]=[CH:29][C:28]([C:23]4[CH:24]=[C:25]5[C:20](=[CH:21][CH:22]=4)[CH:19]=[C:18]([C:15]4[NH:14][C:13]([C@@H:9]6[CH2:10][CH2:11][CH2:12][N:8]6[C:6]([O:5][C:1]([CH3:2])([CH3:3])[CH3:4])=[O:7])=[N:17][CH:16]=4)[CH:27]=[CH:26]5)=[CH:33][CH:32]=3)[N:35]=2)[CH2:43]1. Procedure details: (S)-tert-butyl 2-(5-(6-(4-(2-((2S,4S)-4-hydroxy-1-((S)-2-(methoxycarbonylamino)-3-methylbutanoyl)pyrrolidin-2-yl)-1H-imidazol-4-yl)phenyl)naphthalen-2-yl)-1H-imidazol-2-yl)pyrrolidine-1-carboxylate was prepared following the procedure for 2-{5-[6-(4-{2-[1-(2-Methoxycarbonylamino-3-methyl-butyryl)-pyrrolidin-2-yl]-3H-imidazol-4-yl}-phenyl)-naphthalen-2-yl]-1H-imidazol-2-yl}-pyrrolidine-1-carboxylic acid tert-butyl ester (Example EQ), substituting 4-Hydroxy-pyrrolidine-1,2-dicarboxylic acid 1-tert...